Dataset: the Open Reaction Database (ORD), a public repository of structured organic reaction records. Task: describe an organic reaction: reactants, conditions, products, and yield The reactants are Cc1c(OCc2ccccc2)cn2ncnc(Cl)c12, Cc1cc2cc(O)cnc2[nH]1. Product: Cc1cc2cc(Oc3ncnn4cc(OCc5ccccc5)c(C)c34)cnc2[nH]1. As a reaction SMILES: [CH2:12]([c:13]1[cH:14][cH:15][cH:16][cH:17][cH:18]1)[O:19][c:20]1[c:21]([CH3:30])[c:22]2[c:23]([Cl:29])[n:24][cH:25][n:26][n:27]2[cH:28]1.[OH:1][c:2]1[cH:3][c:4]2[cH:5][c:6]([CH3:11])[nH:7][c:8]2[n:9][cH:10]1>>[O:1]([c:2]1[cH:3][c:4]2[cH:5][c:6]([CH3:11])[nH:7][c:8]2[n:9][cH:10]1)[c:23]1[c:22]2[c:21]([CH3:30])[c:20]([O:19][CH2:12][c:13]3[cH:14][cH:15][cH:16][cH:17][cH:18]3)[cH:28][n:27]2[n:26][cH:25][n:24]1.